From a dataset of the Open Reaction Database (ORD), a public repository of structured organic reaction records. describe an organic reaction: reactants, conditions, products, and yield Reactants: C(C)(C)[Mg]Cl (isopropyl magnesium chloride), BrC1=C(C=CC(=C1)F)F (2-Bromo-1,4-difluorobenzene), ClCCCC(=O)N(C)OC (4-chloro-N-methoxy-N-methylbutanamide). Solvent: C1CCOC1 (THF), C1CCOC1 (THF). Reaction conditions: temperature 0 celsius, time 1 hour. Yields the product ClCCCC(=O)C1=C(C=CC(=C1)F)F (4-chloro-1-(2,5-difluorophenyl)butan-1-one). Yield: 66.3%. RXN SMILES: Br[C:2]1[CH:7]=[C:6]([F:8])[CH:5]=[CH:4][C:3]=1[F:9].C([Mg]Cl)(C)C.[Cl:15][CH2:16][CH2:17][CH2:18][C:19](N(OC)C)=[O:20]>C1COCC1>[Cl:15][CH2:16][CH2:17][CH2:18][C:19]([C:2]1[CH:7]=[C:6]([F:8])[CH:5]=[CH:4][C:3]=1[F:9])=[O:20]. Procedure details: 2-Bromo-1,4-difluorobenzene (53.6 g, 277.74 mmol) in THF cooled to −50° C. was added to isopropyl magnesium chloride (2M in THF)(133 mL, 266 mmol). The reaction mixture thus obtained was warmed to 0° C. and stirred for 1 h. The reaction mixture was cooled again to −50° C. 4-chloro-N-methoxy-N-methylbutanamide (40 g, 241.52 mmol) in THF (200 mL) was added dropwise to this reaction mixture with stirring and the stirring was continued at 0° C. for 1 h. The reaction mixture was quenched with saturat... Reactants: COc3ccc2cc(Oc1ccccc1)ccc2c3 (substrate), C[Mg]Br (effective_coupling_partner). The reagents and catalysts are PCy3. Run at temperature 80 celsius, time 20 minute. Yields the product c3ccc(c2ccc1ccccc1c2)cc3. The reactants are C(C)(C)(C)[SiH2]OC(C=1OC=CN1)(C)C (2-(tert-Butyl-dimethyl-silanyloxymethyl)-oxazole), C(CCC)[Li] (n-Butyl lithium), C(Br)(Br)(Br)Br (carbontetrabromide). Run in [Cl-].[NH4+] (ammonium chloride), O1CCCC1 (tetrahydrofuran). Run at temperature -40 celsius, time 2 hour. The product is BrC1=CN=C(O1)C(O[SiH2]C(C)(C)C)(C)C (5-Bromo-2-(tert-butyl-dimethyl-silanyloxymethyl)-oxazole). RXN SMILES: [C:1]([SiH2:5][O:6][C:7]([CH3:14])([CH3:13])[C:8]1[O:9][CH:10]=[CH:11][N:12]=1)([CH3:4])([CH3:3])[CH3:2].C([Li])CCC.C(Br)(Br)(Br)[Br:21]>O1CCCC1.[Cl-].[NH4+]>[Br:21][C:10]1[O:9][C:8]([C:7]([CH3:14])([CH3:13])[O:6][SiH2:5][C:1]([CH3:4])([CH3:2])[CH3:3])=[N:12][CH:11]=1 |f:4.5|. Procedure details: To a solution of 2-(tert-Butyl-dimethyl-silanyloxymethyl)-oxazole) (0.35 g, 1.643 mmol) in dry tetrahydrofuran (8 mL) is added n-Butyl lithium (0.26 g, 4.107 mmol) drop wise under nitrogen atmosphere at −78° C. then stirred at −40° C. for 2 hours. The reaction mixture is again cooled to −78° C. then added carbontetrabromide (1.36 g, 4.107 mmol) and stirred to room temperature for 14 hours. Reaction mixture is diluted with saturated ammonium chloride solution and extracted with ethyl acetate. Org...